This data is from the Open Reaction Database (ORD), a public repository of structured organic reaction records. The task is: describe an organic reaction: reactants, conditions, products, and yield Reactants: FC1=C(C=CC(=C1)I)NC1=C(C(=O)O)C=CN=C1 (3-[(2-fluoro-4-iodophenyl)amino]isonicotinic acid), FC1=C(C=CC(=C1)I)NC1=C(C(=O)O)C=CN=C1 (3-[(2-fluoro-4-iodophenyl)amino]isonicotinic acid), OCCCCN (4-hydroxy-butylamine). The product is FC1=C(C=CC(=C1)I)NC1=C(C(=O)NCCCCO)C=CN=C1 (3-[(2-fluoro-4-iodophenyl)amino]-N-(4-hydroxybutyl)isonicotinamide). As a reaction SMILES: [F:1][C:2]1[CH:7]=[C:6]([I:8])[CH:5]=[CH:4][C:3]=1[NH:9][C:10]1[CH:18]=[N:17][CH:16]=[CH:15][C:11]=1[C:12]([OH:14])=O.[OH:19][CH2:20][CH2:21][CH2:22][CH2:23][NH2:24]>>[F:1][C:2]1[CH:7]=[C:6]([I:8])[CH:5]=[CH:4][C:3]=1[NH:9][C:10]1[CH:18]=[N:17][CH:16]=[CH:15][C:11]=1[C:12]([NH:24][CH2:23][CH2:22][CH2:21][CH2:20][OH:19])=[O:14]. Procedure: 3-[(2-fluoro-4-iodophenyl)amino]-N-(4-hydroxybutyl)isonicotinamide was synthesized according to the procedure for General Method 1, outlined above, starting with 0.5 mmol of 3-[(2-fluoro-4-iodophenyl)amino]isonicotinic acid (intermediate 1) and 0.63 mmol of 4-hydroxy-butylamine. LC/MS [8.42 min; 430 (M+1)]